Task: describe an organic reaction: reactants, conditions, products, and yield. Dataset: the Open Reaction Database (ORD), a public repository of structured organic reaction records The reactants are CN1CCCC1=O (NMP), O.O.S(=O)(=O)(O)C1=CC=C(C)C=C1 (Tosylic acid dihydrate), NC1=C(C(=O)N)C=CC=C1I (2-amino-3-iodobenzamide), C(OC)([O-])[O-] (methyl orthoformate). Solvent: O (water). The product is IC=1C=CC=C2C(N=CNC12)=O (8-iodoquinazolin-4(1H)-one). Yield: 968.9%. Reaction SMILES: O.O.S([C:7]1C=CC(C)=CC=1)(O)(=O)=O.[NH2:14][C:15]1[C:23]([I:24])=[CH:22][CH:21]=[CH:20][C:16]=1[C:17]([NH2:19])=[O:18].C([O-])([O-])OC.CN1C(=O)CCC1>O>[I:24][C:23]1[CH:22]=[CH:21][CH:20]=[C:16]2[C:15]=1[NH:14][CH:7]=[N:19][C:17]2=[O:18] |f:0.1.2|. Procedure: Tosylic acid dihydrate (0.038 g) was added to a suspension of 2-amino-3-iodobenzamide (0.513 g) supplemented with methyl orthoformate (5 ml) and NMP (1 ml), and the mixture was heated to reflux for 3 hours. After cooling, water was added to the reaction solution, and the deposit was filtrated and dried under reduced pressure to obtain 8-iodoquinazolin-4(1H)-one (0.481 g). Phosphorus oxychloride (10 ml) was added to the obtained 8-iodoquinazolin-4(1H)-one (1.17 g), and the mixture was heated to r...